This data is from the Open Reaction Database (ORD), a public repository of structured organic reaction records. The task is: describe an organic reaction: reactants, conditions, products, and yield The reactants are O1C=C(C=C1)CN1C=C(C=2C1=NC=CC2)C2CCNCC2 (1-furan-3-ylmethyl-3-piperidin-4-yl-1H-pyrrolo[2,3-b]pyridine), COC(C1=C(C=CC=C1)OCCCl)=O (2-(2-chloroethoxy)-benzoic acid methyl ester). The product is COC(C1=C(C=CC=C1)OCCN1CCC(CC1)C1=CN(C2=NC=CC=C21)CC2=COC=C2)=O (2-{2-[4-(1-furan-3-ylmethyl-1H-pyrrolo[2,3-b]pyridin-3-yl)-piperidin-1-yl]-ethoxy}-benzoic acid methyl ester). Reaction SMILES: [O:1]1[CH:5]=[CH:4][C:3]([CH2:6][N:7]2[C:11]3=[N:12][CH:13]=[CH:14][CH:15]=[C:10]3[C:9]([CH:16]3[CH2:21][CH2:20][NH:19][CH2:18][CH2:17]3)=[CH:8]2)=[CH:2]1.[CH3:22][O:23][C:24](=[O:35])[C:25]1[CH:30]=[CH:29][CH:28]=[CH:27][C:26]=1[O:31][CH2:32][CH2:33]Cl>>[CH3:22][O:23][C:24](=[O:35])[C:25]1[CH:30]=[CH:29][CH:28]=[CH:27][C:26]=1[O:31][CH2:32][CH2:33][N:19]1[CH2:18][CH2:17][CH:16]([C:9]2[C:10]3[C:11](=[N:12][CH:13]=[CH:14][CH:15]=3)[N:7]([CH2:6][C:3]3[CH:4]=[CH:5][O:1][CH:2]=3)[CH:8]=2)[CH2:21][CH2:20]1. Reported procedure: This compound was prepared following the procedure described in example 1, part H, starting with 0.28 g (1 mmol) of 1-furan-3-ylmethyl-3-piperidin-4-yl-1H-pyrrolo[2,3-b]pyridine and 0.26 g (1.2 mmol) of 2-(2-chloroethoxy)-benzoic acid methyl ester. After standard work-up and purification, 0.16 g (35% of yield) of the expected product were obtained. Reactants: CSC(NCCO)=S (N-(2-hydroxyethyl)dithiocarbamic acid methyl ester), O1CCCC=C1 (dihydropyran). Reagents/catalysts: O.C1(=CC=C(C=C1)S(=O)(=O)O)C (toluene-p-sulfonic acid monohydrate). Run in C(O)([O-])=O.[Na+] (sodium hydrogen carbonate), ClCCl (dichloromethane). Run at time 1 hour. Yields the product CSC(NCCOC1OCCCC1)=S (N-[2-(2-tetrahydropyranyl)oxyethyl]dithiocarbamic acid methyl ester). Yield: 101.5%. RXN SMILES: [CH3:1][S:2][C:3](=[S:8])[NH:4][CH2:5][CH2:6][OH:7].[O:9]1[CH:14]=[CH:13][CH2:12][CH2:11][CH2:10]1>ClCCl.C(=O)([O-])O.[Na+].O.C1(C)C=CC(S(O)(=O)=O)=CC=1>[CH3:1][S:2][C:3](=[S:8])[NH:4][CH2:5][CH2:6][O:7][CH:10]1[CH2:11][CH2:12][CH2:13][CH2:14][O:9]1 |f:3.4,5.6|. Reported procedure: To a solution of N-(2-hydroxyethyl)dithiocarbamic acid methyl ester (81.7 g) in dichloromethane (300 ml) are added dihydropyran (54 g) and toluene-p-sulfonic acid monohydrate (1.0 g), and the mixture is stirred for 1 hour. The reaction mixture is poured in aqueous sodium hydrogen carbonate, shaken and the resulting organic layer is separated. The layer is concentrated under reduced pressure to give N-[2-(2-tetrahydropyranyl)oxyethyl]dithiocarbamic acid methyl ester (129 g). Reactants: ClC1=NC(=CC=2N=CNC(C21)=O)Cl (5,7-dichloropyrido[4,3-d]pyrimidin-4(3H)-one), [H-].[Na+] (NaH), CO (MeOH), CI (MeI). Run in CN(C)C=O (DMF). Conditions: temperature 0 celsius, time 30 minute. Yields the product ClC1=NC(=CC=2N=CN(C(C21)=O)C)Cl (5,7-Dichloro-3-methylpyrido[4,3-d]pyrimidin-4(3H)-one). RXN SMILES: [Cl:1][C:2]1[C:11]2[C:10](=[O:12])[NH:9][CH:8]=[N:7][C:6]=2[CH:5]=[C:4]([Cl:13])[N:3]=1.[H-].[Na+].[CH3:16]I.CO>CN(C=O)C>[Cl:1][C:2]1[C:11]2[C:10](=[O:12])[N:9]([CH3:16])[CH:8]=[N:7][C:6]=2[CH:5]=[C:4]([Cl:13])[N:3]=1 |f:1.2|. Reported procedure: To a solution of 5,7-dichloropyrido[4,3-d]pyrimidin-4(3H)-one (1.73 g, 8.0 mmol) in dry DMF (25 mL) was added NaH (352 mg, 60% in mineral oil, 8.8 mmol) at 0° C. and the resulting mixture was stirred under N2 at 0° C. for 30 min. MeI (0.6 mL, 1.36 g, 9.6 mmol) was added via a syringe and the reaction mixture was stirred at room temperature for 14 hours and was cooled to 0° C. MeOH (2.0 mL) was added slowly and the reaction mixture was stirred for 20 minutes at room temperature and then concentra... The reactants are ClC1=NC(=C2N=CN(C2=N1)C(C)C)NCCC1=CC=C(C=C1)O (4-(2-(2-chloro-9-isopropyl-9H-purin-6-ylamino)ethyl)phenol), B(C1=CSC2=CC=CC=C12)(O)O (thianaphthene-3-boronic acid), C([O-])([O-])=O.[K+].[K+] (potassium carbonate). Reagents/catalysts: Cl[Pd]([P](C1=CC=CC=C1)(C2=CC=CC=C2)C3=CC=CC=C3)([P](C4=CC=CC=C4)(C5=CC=CC=C5)C6=CC=CC=C6)Cl (dichlorobis(triphenylphosphine)palladium(II)). Solvent: CC(=O)N(C)C (DMA), O (water), O (water), C(C)(=O)OCC (Ethyl acetate). Run at temperature 70 celsius, time 10 minute. Product: S1C2=C(C(=C1)C1=NC(=C3N=CN(C3=N1)C(C)C)NCCC1=CC=C(C=C1)O)C=CC=C2 (4-(2-(2-(benzo[b]thiophen-3-yl)-9-isopropyl-9H-purin-6-ylamino)ethyl)phenol). RXN SMILES: Cl[C:2]1[N:10]=[C:9]2[C:5]([N:6]=[CH:7][N:8]2[CH:11]([CH3:13])[CH3:12])=[C:4]([NH:14][CH2:15][CH2:16][C:17]2[CH:22]=[CH:21][C:20]([OH:23])=[CH:19][CH:18]=2)[N:3]=1.B(O)(O)[C:25]1[C:33]2[C:28](=[CH:29][CH:30]=[CH:31][CH:32]=2)[S:27][CH:26]=1.C(=O)([O-])[O-].[K+].[K+]>Cl[Pd](Cl)([P](C1C=CC=CC=1)(C1C=CC=CC=1)C1C=CC=CC=1)[P](C1C=CC=CC=1)(C1C=CC=CC=1)C1C=CC=CC=1.O.C(OCC)(=O)C.CC(N(C)C)=O>[S:27]1[CH:26]=[C:25]([C:2]2[N:10]=[C:9]3[C:5]([N:6]=[CH:7][N:8]3[CH:11]([CH3:13])[CH3:12])=[C:4]([NH:14][CH2:15][CH2:16][C:17]3[CH:22]=[CH:21][C:20]([OH:23])=[CH:19][CH:18]=3)[N:3]=2)[C:33]2[CH:32]=[CH:31][CH:30]=[CH:29][C:28]1=2 |f:2.3.4,^1:44,63|. Procedure: A mixture of 4-(2-(2-chloro-9-isopropyl-9H-purin-6-ylamino)ethyl)phenol (950 g), thianaphthene-3-boronic acid (561 g), dichlorobis(triphenylphosphine)palladium(II) (10.1 g), potassium carbonate (791 g), water (3.25 L), and DMA (3.25 L) was stirred under a nitrogen atmosphere for 10 min. The stirred mixture was then heated at 70° C. for 14 h. Ethyl acetate (6.5 L) and water (3.25 L) were added, and the mixture was filtered through Celite (125 g) at 50° C., rinsing with ethyl acetate (1.0 L). The ... The reactants are C1CCOC1, C[Si](C)(C)[N-][Si](C)(C)C, [Cl-], ClC(Cl)(Cl)C(Cl)(Cl)Cl, O=[N+]([O-])c1cnn(CC(F)F)c1, [Li+], [NH4+], O. The product is O=[N+]([O-])c1cnn(CC(F)F)c1Cl. As a reaction SMILES: [CH2:33]1[O:34][CH2:35][CH2:36][CH2:37]1.[CH3:13][Si:14]([CH3:15])([CH3:16])[N-:17][Si:18]([CH3:19])([CH3:20])[CH3:21].[Cl-:31].[Cl:23][C:24]([Cl:25])([Cl:26])[C:27]([Cl:28])([Cl:29])[Cl:30].[F:1][CH:2]([CH2:3][n:4]1[n:5][cH:6][c:7]([N+:9](=[O:10])[O-:11])[cH:8]1)[F:12].[Li+:22].[NH4+:32].[OH2:38]>>[F:1][CH:2]([CH2:3][n:4]1[n:5][cH:6][c:7]([N+:9](=[O:10])[O-:11])[c:8]1[Cl:23])[F:12]. Reactants: C(C)(C)(C)C1=CC(=C(C=C1)C=1N([C@@H]([C@@H](N1)C1=CC=C(C=C1)Cl)C1=CC=C(C=C1)Cl)C(=O)Cl)OCC(F)(F)F ((4S,5R)-2-[4-tert-butyl-2-(2,2,2-trifluoro-ethoxy)-phenyl]-4,5-bis-(4-chloro-phenyl)-4,5-dihydro-imidazole-1-carbonyl chloride), CS(=O)(=O)CCCN1CCNCC1 (1-(3-methanesulfonyl-propyl)-piperazine). Product: Cl.C(C)(C)(C)C1=CC(=C(C=C1)C=1N([C@@H]([C@@H](N1)C1=CC=C(C=C1)Cl)C1=CC=C(C=C1)Cl)C(=O)N1CCN(CC1)CCCS(=O)(=O)C)OCC(F)(F)F ([(4S,5R)-2-[4-tert-Butyl-2-(2,2,2-trifluoro-ethoxy)-phenyl]-4,5-bis-(4-chloro-phenyl)-4,5-dihydro-imidazol-1-yl]-[4-(3-methanesulfonyl-propyl)-piperazin-1-yl]-methanone hydrochloride). Reaction SMILES: [C:1]([C:5]1[CH:10]=[CH:9][C:8]([C:11]2[N:12]([C:30](Cl)=[O:31])[C@H:13]([C:23]3[CH:28]=[CH:27][C:26]([Cl:29])=[CH:25][CH:24]=3)[C@H:14]([C:16]3[CH:21]=[CH:20][C:19]([Cl:22])=[CH:18][CH:17]=3)[N:15]=2)=[C:7]([O:33][CH2:34][C:35]([F:38])([F:37])[F:36])[CH:6]=1)([CH3:4])([CH3:3])[CH3:2].[CH3:39][S:40]([CH2:43][CH2:44][CH2:45][N:46]1[CH2:51][CH2:50][NH:49][CH2:48][CH2:47]1)(=[O:42])=[O:41]>>[ClH:22].[C:1]([C:5]1[CH:10]=[CH:9][C:8]([C:11]2[N:12]([C:30]([N:49]3[CH2:48][CH2:47][N:46]([CH2:45][CH2:44][CH2:43][S:40]([CH3:39])(=[O:41])=[O:42])[CH2:51][CH2:50]3)=[O:31])[C@H:13]([C:23]3[CH:24]=[CH:25][C:26]([Cl:29])=[CH:27][CH:28]=3)[C@H:14]([C:16]3[CH:17]=[CH:18][C:19]([Cl:22])=[CH:20][CH:21]=3)[N:15]=2)=[C:7]([O:33][CH2:34][C:35]([F:36])([F:38])[F:37])[CH:6]=1)([CH3:4])([CH3:3])[CH3:2] |f:2.3|. Reported procedure: [(4S,5R)-2-[4-tert-Butyl-2-(2,2,2-trifluoro-ethoxy)-phenyl]-4,5-bis-(4-chloro-phenyl)-4,5-dihydro-imidazol-1-yl]-[4-(3-methanesulfonyl-propyl)-piperazin-1-yl]-methanone hydrochloride was prepared from (4S,5R)-2-[4-tert-butyl-2-(2,2,2-trifluoro-ethoxy)-phenyl]-4,5-bis-(4-chloro-phenyl)-4,5-dihydro-imidazole-1-carbonyl chloride (example 12l) and 1-(3-methanesulfonyl-propyl)-piperazine (example 16e) in an analogous manner as described in example 25. LR-MS: 753.4 [(M+H)+]